Dataset: the Open Reaction Database (ORD), a public repository of structured organic reaction records. Task: describe an organic reaction: reactants, conditions, products, and yield Reactants: C(C)OC(COC1=CC=C(C=C1)O)COCC (4-(2,3-diethoxypropoxy)phenol), CSCCBr (2-methylmercaptoethyl bromide). Solvent: [OH-].[K+] (potassium hydroxide), C(C)O (ethanol). Conditions: time 12 hour. The product is CSCCOC1=CC=C(C=C1)OCC(COCC)OCC (2-{4-(2,3-diethoxypropoxy)phenoxy}ethyl methyl sulfide). Isolated yield 93.9%. As a reaction SMILES: [CH2:1]([O:3][CH:4]([CH2:14][O:15][CH2:16][CH3:17])[CH2:5][O:6][C:7]1[CH:12]=[CH:11][C:10]([OH:13])=[CH:9][CH:8]=1)[CH3:2].[CH3:18][S:19][CH2:20][CH2:21]Br>[OH-].[K+].C(O)C>[CH3:18][S:19][CH2:20][CH2:21][O:13][C:10]1[CH:11]=[CH:12][C:7]([O:6][CH2:5][CH:4]([O:3][CH2:1][CH3:2])[CH2:14][O:15][CH2:16][CH3:17])=[CH:8][CH:9]=1 |f:2.3|. Reported procedure: A 2.40 g quantity of 4-(2,3-diethoxypropoxy)phenol was dissolved in 0.56 g of potassium hydroxide and 10 ml of 90% ethanol. To the solution was added 1.55 g of 2-methylmercaptoethyl bromide. The mixture was stirred at room temperature for 12 hours. The reaction mixture was concentrated and the residue was extracted with chloroform. The chloroform layer was washed with water, dewatered with Glauber's salt and concentrated. The residue was distilled at reduced pressure, giving 2.95 g of 2-{4-(2,3-... The reactants are NC1=CC(=C(C(=O)NCCN(CC)CC)C=C1Cl)O (4-amino-5-chloro-N-[2-(diethylamino)ethyl]-2-hydroxybenzamide), C1(=CC=CC=C1)P(C1=CC=CC=C1)C1=CC=CC=C1 (triphenylphosphine), C(CC(C)O)O ((±) 1,3 butandiol), N(=NC(=O)OCC)C(=O)OCC (diethyl azodicarboxylate). The solvent is O1CCCC1 (tetrahydrofuran). Conditions: time 8 hour. The product is NC1=CC(=C(C(=O)NCCN(CC)CC)C=C1Cl)OCCC(C)O (4-Amino-5-chloro-N-[2-(diethylamino)ethyl]-2-(3-hydroxybut-1-yl)oxybenzamide). Yield: 29.3%. RXN SMILES: [NH2:1][C:2]1[C:17]([Cl:18])=[CH:16][C:5]([C:6]([NH:8][CH2:9][CH2:10][N:11]([CH2:14][CH3:15])[CH2:12][CH3:13])=[O:7])=[C:4]([OH:19])[CH:3]=1.C1(P(C2C=CC=CC=2)C2C=CC=CC=2)C=CC=CC=1.[CH2:39](O)[CH2:40][CH:41]([OH:43])[CH3:42].N(C(OCC)=O)=NC(OCC)=O>O1CCCC1>[NH2:1][C:2]1[C:17]([Cl:18])=[CH:16][C:5]([C:6]([NH:8][CH2:9][CH2:10][N:11]([CH2:12][CH3:13])[CH2:14][CH3:15])=[O:7])=[C:4]([O:19][CH2:39][CH2:40][CH:41]([OH:43])[CH3:42])[CH:3]=1. Reported procedure: A stirred solution of 4-amino-5-chloro-N-[2-(diethylamino)ethyl]-2-hydroxybenzamide (2.86 g, 10 mmoles; prepared according to Preparation B), triphenylphosphine (2.62 g, 10 mmoles), (±) 1,3 butandiol (0.90 g, 10 mmoles) in dry tetrahydrofuran (50 ml) was treated dropwise with diethyl azodicarboxylate (1.75 g of 95% purity material, 10 mmoles). The solution was left to stir overnight. After evaporation of the solvent the residue was taken up in methylene chloride. The solution was washed with 0.4...